This data is from the Open Reaction Database (ORD), a public repository of structured organic reaction records. The task is: describe an organic reaction: reactants, conditions, products, and yield The reactants are C=CC(=O)NCCO (HEAA), O1C(CCCC1)OCCO (2-(tetrahydro-2H-pyran-2-yloxy)ethanol). Run in C(COCCO)O (diethylene glycol). The product is C(C1=CC=CC=C1)OCCO (2-(benzyloxy)ethanol). As a reaction SMILES: [CH2:1]=[CH:2]C(NCCO)=O.O1[CH2:14][CH2:13][CH2:12][CH2:11][CH:10]1[O:15][CH2:16][CH2:17][OH:18]>C(O)COCCO>[CH2:10]([O:15][CH2:16][CH2:17][OH:18])[C:11]1[CH:2]=[CH:1][CH:14]=[CH:13][CH:12]=1. Reported procedure: A synthetic pathway to compounds of the invention is depicted in scheme 1. Protected HEAA derivatives 3 and 10 were prepared respectively starting from 2-(tetrahydro-2H-pyran-2-yloxy)ethanol 1 (commercially available or obtained from THP selective monoprotection of diethylene glycol) and commercially available 2-(benzyloxy)ethanol 8. Fully protected 3 was obtained by a two steps procedure including formation of acid 2 by reaction of alcohol 1 with bromoacetic acid, followed by DIC/DMAP promoted ... Starting materials: CC(C)(C)OC(=O)/N=N/C(=O)OC(C)(C)C (di-tert-butylazodicarboxylate), OC1=C(C=C(C#N)C=C1)C(F)(F)F (4-Hydroxy-3-trifluoromethyl-benzonitrile), C1(=CC=CC=C1)P(C1=CC=CC=C1)C1=CC=CC=C1 (triphenylphosphine), O1CCC(CC1)O (tetrahydro-4H-pyran-4-ol), C1(=CC=CC=C1)P(C1=CC=CC=C1)C1=CC=CC=C1 (triphenylphosphine), O1CCC(CC1)O (tetrahydro-4H-pyran-4-ol), CC(C)(C)OC(=O)/N=N/C(=O)OC(C)(C)C (di-tert-butylazodicarboxylate). Run in O1CCCC1 (tetrahydrofuran), O1CCCC1 (tetrahydrofuran), O (water), O1CCCC1 (tetrahydrofuran). Reaction conditions: time 8 hour. The product is O1CCC(CC1)OC1=C(C=C(C#N)C=C1)C(F)(F)F (4-(tetrahydro-pyran-4-yloxy)-3-trifluoromethyl-benzonitrile). RXN SMILES: [OH:1][C:2]1[CH:9]=[CH:8][C:5]([C:6]#[N:7])=[CH:4][C:3]=1[C:10]([F:13])([F:12])[F:11].C1(P(C2C=CC=CC=2)C2C=CC=CC=2)C=CC=CC=1.[O:33]1[CH2:38][CH2:37][CH:36](O)[CH2:35][CH2:34]1.CC(OC(/N=N/C(OC(C)(C)C)=O)=O)(C)C>O1CCCC1.O>[O:33]1[CH2:38][CH2:37][CH:36]([O:1][C:2]2[CH:9]=[CH:8][C:5]([C:6]#[N:7])=[CH:4][C:3]=2[C:10]([F:11])([F:12])[F:13])[CH2:35][CH2:34]1. Procedure: 2 g 4-Hydroxy-3-trifluoromethyl-benzonitrile, 5.6 g triphenylphosphine and 1.2 g tetrahydro-4H-pyran-4-ol was suspended in 15 mL tetrahydrofuran at 0° C. before 4.92 g di-tert-butylazodicarboxylate (DBAD) as a solution in 5 mL tetrahydrofuran was added over 15 min. The reaction was warmed to ambient temperature. Additional 2.8 g triphenylphosphine, 0.55 g (5.3 mmol) tetrahydro-4H-pyran-4-ol and 2.46 g di-tert-butylazodicarboxylate (DBAD) in tetrahydrofuran were added and the reaction was stirred... The reactants are ice water, [H-].[Na+] (sodium hydride), N1N=CC=C1 (pyrazole), FC=1C=C(C(C(=O)OC)=CC1)C(=O)OC (dimethyl 4-fluorophthalate). Solvent: CN1C(CCC1)=O (1-methyl-2-pyrrolidinone). Reaction conditions: time 30 minute. The product is N1(N=CC=C1)C=1C=C(C(C(=O)OC)=CC1)C(=O)OC (dimethyl 4-(1H-1-pyrazolyl)phthalate). Isolated yield 50.2%. Reaction SMILES: [H-].[Na+].[NH:3]1[CH:7]=[CH:6][CH:5]=[N:4]1.F[C:9]1[CH:10]=[C:11]([C:19]([O:21][CH3:22])=[O:20])[C:12](=[CH:17][CH:18]=1)[C:13]([O:15][CH3:16])=[O:14]>CN1CCCC1=O>[N:3]1([C:18]2[CH:17]=[C:12]([C:13]([O:15][CH3:16])=[O:14])[C:11](=[CH:10][CH:9]=2)[C:19]([O:21][CH3:22])=[O:20])[CH:7]=[CH:6][CH:5]=[N:4]1 |f:0.1|. Reported procedure: 26 g of oily sodium hydride was added over 40 min to 200 ml solution of 44 g pyrazole in 1-methyl-2-pyrrolidinone. 125 g of dimethyl 4-fluorophthalate was added thereto over 30 min and stirred at room temperature for 2 hr. The reaction solution was cooled to 0° C. and added to ice water. It was extracted with ethyl acetate, and washed with saturated sodium bicarbonate and brine. It was dried over anhydrous magnesium sulfate and filtered. The filtrate was evaporated, and diethyl ether was added t... The reactants are C(CCC)N(C1=CC(=C(C=C1)C=CC=CC1=CC=C(S1)C=O)OC)CCCC (5-[4-(4-dibutylamino-2-methoxyphenyl)-1,3-butadienyl]thiophene-2-carboaldehyde), C(#N)C=1C(OC(C1C)(C(F)(F)F)C1=CC=CC=C1)=C(C#N)C#N (2-(3-cyano-4-methyl-5-phenyl-5-trifluoromethyl-2(5H)-furanylidene)propanedinitrile). Run in C(C)O (ethanol). Run at temperature 50 celsius. Yields the product C(CCC)N(C1=CC(=C(C=C1)C=CC=CC1=CC=C(S1)C=CC1=C(C(OC1(C(F)(F)F)C1=CC=CC=C1)=C(C#N)C#N)C#N)OC)CCCC (2-[4-[2-[5-[4-(4-dibutylamino-2-methoxyphenyl)-1,3-butadienyl]thiophene-2-yl]vinyl]-3-cyano-5-phenyl-5-trifluoromethyl-2(5H)-furanylidene]propanedinitrile). Isolated yield 78.5%. RXN SMILES: [CH2:1]([N:5]([CH2:25][CH2:26][CH2:27][CH3:28])[C:6]1[CH:11]=[CH:10][C:9]([CH:12]=[CH:13][CH:14]=[CH:15][C:16]2[S:20][C:19]([CH:21]=O)=[CH:18][CH:17]=2)=[C:8]([O:23][CH3:24])[CH:7]=1)[CH2:2][CH2:3][CH3:4].[C:29]([C:31]1[C:32](=[C:47]([C:50]#[N:51])[C:48]#[N:49])[O:33][C:34]([C:41]2[CH:46]=[CH:45][CH:44]=[CH:43][CH:42]=2)([C:37]([F:40])([F:39])[F:38])[C:35]=1[CH3:36])#[N:30]>C(O)C>[CH2:25]([N:5]([CH2:1][CH2:2][CH2:3][CH3:4])[C:6]1[CH:11]=[CH:10][C:9]([CH:12]=[CH:13][CH:14]=[CH:15][C:16]2[S:20][C:19]([CH:21]=[CH:36][C:35]3[C:34]([C:41]4[CH:46]=[CH:45][CH:44]=[CH:43][CH:42]=4)([C:37]([F:40])([F:38])[F:39])[O:33][C:32](=[C:47]([C:50]#[N:51])[C:48]#[N:49])[C:31]=3[C:29]#[N:30])=[CH:18][CH:17]=2)=[C:8]([O:23][CH3:24])[CH:7]=1)[CH2:26][CH2:27][CH3:28]. Reported procedure: In 8 ml of ethanol were dissolved 220 mg (0.55 mmol) of 5-[4-(4-dibutylamino-2-methoxyphenyl)-1,3-butadienyl]thiophene-2-carboaldehyde and 192 mg (0.61 mmol) of 2-(3-cyano-4-methyl-5-phenyl-5-trifluoromethyl-2(5H)-furanylidene)propanedinitrile. After the mixture was stirred with heating at 50° C. for 2.5 hours, the product was separated by filtration and washed with ethanol. The product was purified by silica gel column chromatography to give 300 mg of a black crystal (yield: 78.1%; mp: 125-140°... The reactants are CN1CCOCC1, CN(C)C1(c2ccccc2)CCC(CC(=O)O)CC1, CN(C)C=O, C(=NC1CCCCC1)=NC1CCCCC1, NC(=O)N(C1CCCCC1)C1CCCCC1, c1ccc2c(C3CCNC3)c[nH]c2c1, [Na+], [OH-], O, On1nnc2ccccc21. Product: CN(C)C1(c2ccccc2)CCC(CC(=O)N2CCC(c3c[nH]c4ccccc34)C2)CC1. Reaction SMILES: [CH3:25][N:26]1[CH2:27][CH2:28][O:29][CH2:30][CH2:31]1.[CH3:32][N:33]([C:34]1([c:44]2[cH:45][cH:46][cH:47][cH:48][cH:49]2)[CH2:35][CH2:36][CH:37]([CH2:40][C:41](=[O:42])[OH:43])[CH2:38][CH2:39]1)[CH3:50].[CH3:84][N:85]([CH3:86])[CH:87]=[O:88].[CH:51]1([N:52]=[C:53]=[N:54][CH:55]2[CH2:56][CH2:57][CH2:58][CH2:59][CH2:60]2)[CH2:61][CH2:62][CH2:63][CH2:64][CH2:65]1.[CH:66]1([N:67]([CH:68]2[CH2:69][CH2:70][CH2:71][CH2:72][CH2:73]2)[C:74]([NH2:75])=[O:76])[CH2:77][CH2:78][CH2:79][CH2:80][CH2:81]1.[NH:11]1[CH2:12][CH:13]([c:16]2[cH:17][nH:18][c:19]3[cH:20][cH:21][cH:22][cH:23][c:24]23)[CH2:14][CH2:15]1.[Na+:83].[OH-:82].[OH2:89].[OH:1][n:2]1[c:3]2[cH:4][cH:5][cH:6][cH:7][c:8]2[n:9][n:10]1>>[N:11]1([C:41]([CH2:40][CH:37]2[CH2:36][CH2:35][C:34]([N:33]([CH3:32])[CH3:50])([c:44]3[cH:45][cH:46][cH:47][cH:48][cH:49]3)[CH2:39][CH2:38]2)=[O:42])[CH2:12][CH:13]([c:16]2[cH:17][nH:18][c:19]3[cH:20][cH:21][cH:22][cH:23][c:24]23)[CH2:14][CH2:15]1. Starting materials: BrC=1C=CC=2C3=C(C(NC2C1)=O)CCC3 (7-bromo-1,2,3,5-tetrahydrocyclo-penta[c]quinolin-4-one), C(CCC)[Sn](C=1OC=CC1)(CCCC)CCCC (2-(tributyl-stannyl)furan). Reagents/catalysts: C=1C=CC(=CC1)[P](C=2C=CC=CC2)(C=3C=CC=CC3)[Pd]([P](C=4C=CC=CC4)(C=5C=CC=CC5)C=6C=CC=CC6)([P](C=7C=CC=CC7)(C=8C=CC=CC8)C=9C=CC=CC9)[P](C=1C=CC=CC1)(C=1C=CC=CC1)C=1C=CC=CC1 (tetrakis(triphenylphosphine)palladium). Run in C1(=CC=CC=C1)C (toluene). Run at time 15 hour. Product: O1C(=CC=C1)C=1C=CC=2C3=C(C(NC2C1)=O)CCC3 (7-(2-Furanyl)-1,2,3,5-tetrahydrocyclopenta[c]quinolin-4-one). Yield: 105.9%. Reaction SMILES: Br[C:2]1[CH:3]=[CH:4][C:5]2[C:6]3[CH2:15][CH2:14][CH2:13][C:7]=3[C:8](=[O:12])[NH:9][C:10]=2[CH:11]=1.C([Sn](CCCC)(CCCC)[C:21]1[O:22][CH:23]=[CH:24][CH:25]=1)CCC>C1(C)C=CC=CC=1.C1C=CC([P]([Pd]([P](C2C=CC=CC=2)(C2C=CC=CC=2)C2C=CC=CC=2)([P](C2C=CC=CC=2)(C2C=CC=CC=2)C2C=CC=CC=2)[P](C2C=CC=CC=2)(C2C=CC=CC=2)C2C=CC=CC=2)(C2C=CC=CC=2)C2C=CC=CC=2)=CC=1>[O:22]1[CH:23]=[CH:24][CH:25]=[C:21]1[C:2]1[CH:3]=[CH:4][C:5]2[C:6]3[CH2:15][CH2:14][CH2:13][C:7]=3[C:8](=[O:12])[NH:9][C:10]=2[CH:11]=1 |^1:44,46,65,84|. Procedure details: A suspension of 1.32 g (5.0 mmol) of 7-bromo-1,2,3,5-tetrahydrocyclo-penta[c]quinolin-4-one in 200 mL of toluene is mixed with 1.7 ml (5.5 mmol) of 2-(tributyl-stannyl)furan and 0.29 g (0.25 mmol) of tetrakis(triphenylphosphine)palladium. The reaction mixture is degassed, aerated with nitrogen, stirred for 15 hours at room temperature and heated for 4.5 hours to 110° C. The batch is mixed with silica gel and concentrated by evaporation in a vacuum. Column chromatography of the residue on silica ... Starting materials: O1COC2=C1C=CC(=C2)C=2C(=C(C=C1C=CC3=C(OCO3)C21)CO)CCO (9-(1,3-benzodioxol-5-yl)-8-(2-hydroxyethyl)-7-hydroxymethylnaphtho[1,2-d]-1,3-dioxole). The reagents and catalysts are [O-2].[O-2].[Mn+4] (manganese dioxide). Solvent: C(Cl)(Cl)Cl (chloroform). Reaction conditions: time 4 hour. The product is O1COC2=C1C=CC(=C2)C2=CC1=C(OCO1)C1=CC=CC3C12CCOC3=O (11-(1,3-Benzodioxol-5-yl)-9,10-dihydro-7H-1,3-benzodioxolo[5,4-e][2]benzopyran-7-one). Yield: 44.7%. As a reaction SMILES: [O:1]1[C:5]2[CH:6]=[CH:7][C:8]([C:10]3[C:11]([CH2:25][CH2:26][OH:27])=[C:12]([CH2:23][OH:24])[CH:13]=[C:14]4[C:22]=3[C:18]3[O:19][CH2:20][O:21][C:17]=3[CH:16]=[CH:15]4)=[CH:9][C:4]=2[O:3][CH2:2]1>[O-2].[O-2].[Mn+4].C(Cl)(Cl)Cl>[O:1]1[C:5]2[CH:6]=[CH:7][C:8]([C:10]3[C:11]45[CH2:25][CH2:26][O:27][C:23](=[O:24])[CH:12]4[CH:13]=[CH:14][CH:15]=[C:16]5[C:17]4[O:21][CH2:20][O:19][C:18]=4[CH:22]=3)=[CH:9][C:4]=2[O:3][CH2:2]1 |f:1.2.3|. Reported procedure: To a chloroform (3 ml) solution of 9-(1,3-benzodioxol-5-yl)-8-(2-hydroxyethyl)-7-hydroxymethylnaphtho[1,2-d]-1,3-dioxole (36 mg) was added manganese dioxide (360 mg) and stirred for 4 hours, at room temperature. The manganese dioxide was filtered off and the filtrate was concentrated under reduced pressure. The obtained residue was crystallized from ethyl acetate to give the entitled compound (16 mg). Starting materials: C(C(=O)O)(=O)O.C1(=CC=CC=C1)C(=C1CCN(CC1)CCCOC1=CC=CC=C1)C1=CC=CC=C1 (4-(Diphenylmethylene)-1-(3-phenoxypropyl)piperidine oxalate), C1(=CC=CC=C1)C(O)(C1CCNCC1)C1=CC=CC=C1 (α,α-diphenyl-4-piperidinemethanol), COC(C1=CC=C(C=C1)OCCCCl)=O (4-(3-chloropropoxy)benzoic acid methyl ester), C([O-])([O-])=O.[Na+].[Na+] (sodium carbonate), [I-].[K+] (potassium iodide). Run in CN(C=O)C (dimethylformamide). Product: COC(C1=CC=C(C=C1)OCCCN1CCC(CC1)C(C1=CC=CC=C1)(C1=CC=CC=C1)O)=O (4-[3-[4-[Hydroxy(diphenyl)methyl]-1-piperdinyl]propoxy]benzoic acid methyl ester). Isolated yield 74.0%. RXN SMILES: C(O)(=O)C(O)=O.C1(C(C2C=CC=CC=2)=C2CCN(CCCOC3C=CC=CC=3)CC2)C=CC=CC=1.[C:36]1([C:42]([C:50]2[CH:55]=[CH:54][CH:53]=[CH:52][CH:51]=2)([CH:44]2[CH2:49][CH2:48][NH:47][CH2:46][CH2:45]2)[OH:43])[CH:41]=[CH:40][CH:39]=[CH:38][CH:37]=1.[CH3:56][O:57][C:58](=[O:70])[C:59]1[CH:64]=[CH:63][C:62]([O:65][CH2:66][CH2:67][CH2:68]Cl)=[CH:61][CH:60]=1.C(=O)([O-])[O-].[Na+].[Na+].[I-].[K+]>CN(C)C=O>[CH3:56][O:57][C:58](=[O:70])[C:59]1[CH:64]=[CH:63][C:62]([O:65][CH2:66][CH2:67][CH2:68][N:47]2[CH2:48][CH2:49][CH:44]([C:42]([OH:43])([C:50]3[CH:55]=[CH:54][CH:53]=[CH:52][CH:51]=3)[C:36]3[CH:37]=[CH:38][CH:39]=[CH:40][CH:41]=3)[CH2:45][CH2:46]2)=[CH:61][CH:60]=1 |f:0.1,4.5.6,7.8|. Procedure: This compound was prepared according to the procedure used to synthesize the compound of Example 1. A mixture of 5.3 g (0.02 mole) of α,α-diphenyl-4-piperidinemethanol, 4.6 g (0.02 mole) of 4-(3-chloropropoxy)benzoic acid methyl ester, 7.4 g (0.07 mole) of anhydrous sodium carbonate and 0.5 g of potassium iodide in 100 ml of dimethylformamide give 6.8 g (74%) of title compound as a fluffy, white solid, mp 146°-147° C.